From a dataset of the Open Reaction Database (ORD), a public repository of structured organic reaction records. describe an organic reaction: reactants, conditions, products, and yield Reaction SMILES: [CH2:26]([OH:27])[CH3:28].[CH:1]1([c:5]2[s:6][cH:7][c:8]([CH:10]=[CH:11][c:12]3[cH:13][c:14]([N+:18]([O-:19])=[O:20])[cH:15][cH:16][cH:17]3)[n:9]2)[CH2:2][CH2:3][CH2:4]1.[Na+:30].[OH-:29].[OH2:21].[OH2:22].[OH2:31].[Sn:23]([Cl:24])[Cl:25]>>[CH:1]1([c:5]2[s:6][cH:7][c:8]([CH:10]=[CH:11][c:12]3[cH:13][c:14]([NH2:18])[cH:15][cH:16][cH:17]3)[n:9]2)[CH2:2][CH2:3][CH2:4]1. Product: Nc1cccc(C=Cc2csc(C3CCC3)n2)c1. Reactants: CCO, O=[N+]([O-])c1cccc(C=Cc2csc(C3CCC3)n2)c1, [Na+], [OH-], O, O, O, Cl[Sn]Cl. Starting materials: C#CCBr, CN(C)C=O, C#CCOc1cc(C(=O)O)cc(Cl)c1OCC#C, [H-], [Na+]. Product: C#CCOC(=O)c1cc(Cl)c(OCC#C)c(OCC#C)c1. RXN SMILES: [CH2:21]([C:22]#[CH:23])[Br:24].[CH3:25][N:26]([CH3:27])[CH:28]=[O:29].[Cl:3][c:4]1[cH:5][c:6]([C:7](=[O:8])[OH:9])[cH:10][c:11]([O:17][CH2:18][C:19]#[CH:20])[c:12]1[O:13][CH2:14][C:15]#[CH:16].[H-:1].[Na+:2]>>[Cl:3][c:4]1[cH:5][c:6]([C:7](=[O:8])[O:9][CH2:23][C:22]#[CH:21])[cH:10][c:11]([O:17][CH2:18][C:19]#[CH:20])[c:12]1[O:13][CH2:14][C:15]#[CH:16].